Dataset: the Open Reaction Database (ORD), a public repository of structured organic reaction records. Task: describe an organic reaction: reactants, conditions, products, and yield Starting materials: BrCC=1C=C(C(=O)OC)C=CC1Cl (methyl 3-(bromomethyl)-4-chlorobenzoate), [Cl-].[NH4+] (ammonium chloride), [Li+].C[Si](C)(C)[N-][Si](C)(C)C (LiHMDS), FC1=C(C(=O)NC2=NNC=C2)C(=CC=C1)F (2,6-difluoro-N-(1H-pyrazol-3-yl)benzamide), Intermediate 9. The solvent is C1CCOC1 (THF), C1CCOC1 (THF), C1CCOC1.C(C)C1=CC=CC=C1 (THF ethylbenzene). Run at time 20 minute. Product: ClC1=C(C=C(C(=O)OC)C=C1)CN1N=C(C=C1)NC(=O)C1=C(C=CC=C1F)F (Methyl 4-chloro-3-[(3-{[(2,6-difluorophenyl)carbonyl]amino}-1H-pyrazol-1-yl)methyl]benzoate). Reaction SMILES: [Li+].C[Si]([N-][Si](C)(C)C)(C)C.[F:11][C:12]1[CH:25]=[CH:24][CH:23]=[C:22]([F:26])[C:13]=1[C:14]([NH:16][C:17]1[CH:21]=[CH:20][NH:19][N:18]=1)=[O:15].Br[CH2:28][C:29]1[CH:30]=[C:31]([CH:36]=[CH:37][C:38]=1[Cl:39])[C:32]([O:34][CH3:35])=[O:33].[Cl-].[NH4+]>C1COCC1.C(C1C=CC=CC=1)C.C1COCC1>[Cl:39][C:38]1[CH:37]=[CH:36][C:31]([C:32]([O:34][CH3:35])=[O:33])=[CH:30][C:29]=1[CH2:28][N:19]1[CH:20]=[CH:21][C:17]([NH:16][C:14]([C:13]2[C:22]([F:26])=[CH:23][CH:24]=[CH:25][C:12]=2[F:11])=[O:15])=[N:18]1 |f:0.1,4.5,6.7|. Procedure: 1.0 M LiHMDS (5.00 ml, 5.00 mmol) in THF/ethylbenzene was added slowly to a solution of 2,6-difluoro-N-(1H-pyrazol-3-yl)benzamide (for a preparation see Intermediate 9)(1.12 g, 5 mmol) in THF (50 ml) under nitrogen at ambient temperature. The solution was stirred for 20 min and a solution of methyl 3-(bromomethyl)-4-chlorobenzoate (1.32 g, 5.0 mmol, synthesised according to WO2006079857) in THF (4 ml) was added in one portion. The solution was stirred for 2 h and left overnight. The solution was... Starting materials: C1(CC1)COC1=C(C=C(C=C1)CC)C=1C2=C(N=CN1)C(=C(N2COCC[Si](C)(C)C)C)C(=O)O (4-[2-(cyclopropylmethoxy)-5-ethylphenyl]-6-methyl-5-{[2-(trimethylsilyl)ethoxy]methyl}-5H-pyrrolo[3,2-d]pyrimidine-7-carboxylic acid), N[C@H]1CC[C@H](CC1)NC(OC(C)(C)C)=O (tert-butyl cis-(4-amino-cyclohexyl)-carbamate). The product is C(C)(C)(C)OC(N[C@@H]1CC[C@@H](CC1)NC(=O)C1=C(N(C2=C1N=CN=C2C2=C(C=CC(=C2)CC)OCC2CC2)COCC[Si](C)(C)C)C)=O (tert-butyl(cis-4-{[(4-[2-(cyclopropylmethoxy)-5-ethylphenyl]-6-methyl-5-{[2-(trimethylsilyl)ethoxy]methyl}-5H-pyrrolo[3,2-d]pyrimidin-7-yl)carbonyl]amino}cyclohexyl)carbamate). As a reaction SMILES: [CH:1]1([CH2:4][O:5][C:6]2[CH:11]=[CH:10][C:9]([CH2:12][CH3:13])=[CH:8][C:7]=2[C:14]2[C:15]3[N:22]([CH2:23][O:24][CH2:25][CH2:26][Si:27]([CH3:30])([CH3:29])[CH3:28])[C:21]([CH3:31])=[C:20]([C:32](O)=[O:33])[C:16]=3[N:17]=[CH:18][N:19]=2)[CH2:3][CH2:2]1.[NH2:35][C@@H:36]1[CH2:41][CH2:40][C@H:39]([NH:42][C:43](=[O:49])[O:44][C:45]([CH3:48])([CH3:47])[CH3:46])[CH2:38][CH2:37]1>>[C:45]([O:44][C:43](=[O:49])[NH:42][C@H:39]1[CH2:38][CH2:37][C@@H:36]([NH:35][C:32]([C:20]2[C:16]3[N:17]=[CH:18][N:19]=[C:14]([C:7]4[CH:8]=[C:9]([CH2:12][CH3:13])[CH:10]=[CH:11][C:6]=4[O:5][CH2:4][CH:1]4[CH2:3][CH2:2]4)[C:15]=3[N:22]([CH2:23][O:24][CH2:25][CH2:26][Si:27]([CH3:28])([CH3:29])[CH3:30])[C:21]=2[CH3:31])=[O:33])[CH2:41][CH2:40]1)([CH3:48])([CH3:46])[CH3:47]. Procedure: Starting from 4-[2-(cyclopropylmethoxy)-5-ethylphenyl]-6-methyl-5-{[2-(trimethylsilyl)ethoxy]methyl}-5H-pyrrolo[3,2-d]pyrimidine-7-carboxylic acid (example D.c14) and commercially available tert-butyl cis-(4-amino-cyclohexyl)-carbamate the title compound is obtained as pale yellow foam. The reactants are C1CCOC1, CN(C)CC1(c2ccc(O)cc2)CCOCC1, OC1CCN(C2CCC2)CC1, CC(C)OC(=O)N=NC(=O)OC(C)C, c1ccc(P(c2ccccc2)c2ccccc2)cc1. Yields the product CN(C)CC1(c2ccc(OC3CCN(C4CCC4)CC3)cc2)CCOCC1. RXN SMILES: [CH2:62]1[O:63][CH2:64][CH2:65][CH2:66]1.[CH3:1][N:2]([CH3:3])[CH2:4][C:5]1([c:11]2[cH:12][cH:13][c:14]([OH:17])[cH:15][cH:16]2)[CH2:6][CH2:7][O:8][CH2:9][CH2:10]1.[CH:18]1([N:22]2[CH2:23][CH2:24][CH:25]([OH:28])[CH2:26][CH2:27]2)[CH2:19][CH2:20][CH2:21]1.[O:48]=[C:49]([O:50][CH:51]([CH3:52])[CH3:53])[N:54]=[N:55][C:56]([O:57][CH:58]([CH3:59])[CH3:60])=[O:61].[c:29]1([P:30]([c:31]2[cH:32][cH:33][cH:34][cH:35][cH:36]2)[c:37]2[cH:38][cH:39][cH:40][cH:41][cH:42]2)[cH:43][cH:44][cH:45][cH:46][cH:47]1>>[CH3:1][N:2]([CH3:3])[CH2:4][C:5]1([c:11]2[cH:12][cH:13][c:14]([O:17][CH:25]3[CH2:24][CH2:23][N:22]([CH:18]4[CH2:19][CH2:20][CH2:21]4)[CH2:27][CH2:26]3)[cH:15][cH:16]2)[CH2:6][CH2:7][O:8][CH2:9][CH2:10]1. Reactants: C(CC)OC1=C(C=CC=C1)C1=NC2=C(C=CC=C2C(N1)=O)I (2-(2-n-Propoxyphenyl)-8-Iodoquinazolin-4(3H)-One), C1(=CC=CC=C1)CCC=CC (5-phenyl-2-pentene). Yields the product C(CC)OC1=C(C=CC=C1)C1=NC2=C(C=CC=C2C(N1)=O)C(CC)=CCC1=CC=CC=C1 (2-(2-n-Propoxyphenyl)-8-(5-Phenyl-3-Penten-3-yl)Quinazolin-4(3H)-One). Isolated yield 64.6%. As a reaction SMILES: [CH2:1]([O:4][C:5]1[CH:10]=[CH:9][CH:8]=[CH:7][C:6]=1[C:11]1[NH:20][C:19](=[O:21])[C:18]2[C:13](=[C:14](I)[CH:15]=[CH:16][CH:17]=2)[N:12]=1)[CH2:2][CH3:3].[C:23]1([CH2:29][CH2:30][CH:31]=[CH:32][CH3:33])[CH:28]=[CH:27][CH:26]=[CH:25][CH:24]=1>>[CH2:1]([O:4][C:5]1[CH:10]=[CH:9][CH:8]=[CH:7][C:6]=1[C:11]1[NH:20][C:19](=[O:21])[C:18]2[C:13](=[C:14]([C:31](=[CH:30][CH2:29][C:23]3[CH:28]=[CH:27][CH:26]=[CH:25][CH:24]=3)[CH2:32][CH3:33])[CH:15]=[CH:16][CH:17]=2)[N:12]=1)[CH2:2][CH3:3]. Reported procedure: The title compounds are prepared analogously to the method of Example 1, starting with the compound from Example III and 5-phenyl-2-pentene.